This data is from the Open Reaction Database (ORD), a public repository of structured organic reaction records. The task is: describe an organic reaction: reactants, conditions, products, and yield The reactants are C(C)(C)(C)C1=NC=2C(=C3C=CNC(C3=C3C2C=CC(=C3)F)=O)N1 (2-tert-butyl-9-fluoro-3,6-dihydro-7H-benzo[h]imidazo[4,5-f]isoquinolin-7-one), [H-].[Na+] (NaH), IC (iodomethane). The solvent is CN(C)C=O (DMF). Run at time 5 minute. Yields the product C(C)(C)(C)C1=NC=2C(=C3C=CN(C(C3=C3C2C=CC(=C3)F)=O)C)N1 (2-tert-butyl-9-fluoro-6-methyl-3,6-dihydro-7H-benzo[h]imidazo[4,5-f]isoquinolin-7-one). Reaction SMILES: [C:1]([C:5]1[NH:23][C:8]2=[C:9]3[C:14](=[C:15]4[CH:20]=[C:19]([F:21])[CH:18]=[CH:17][C:16]4=[C:7]2[N:6]=1)[C:13](=[O:22])[NH:12][CH:11]=[CH:10]3)([CH3:4])([CH3:3])[CH3:2].[H-].[Na+].I[CH3:27]>CN(C=O)C>[C:1]([C:5]1[NH:23][C:8]2=[C:9]3[C:14](=[C:15]4[CH:20]=[C:19]([F:21])[CH:18]=[CH:17][C:16]4=[C:7]2[N:6]=1)[C:13](=[O:22])[N:12]([CH3:27])[CH:11]=[CH:10]3)([CH3:4])([CH3:2])[CH3:3] |f:1.2|. Procedure: To a stirred solution of 2-tert-butyl-9-fluoro-3,6-dihydro-7H-benzo[h]imidazo[4,5-f]isoquinolin-7-one (40 mg, 0.129 mmol) in dry DMF (1.5 mL) at 0° C. was added NaH (60 wt. %) (6 mg, 0.15 mmol). After stirring for 5 minutes, iodomethane (9 μL, 0.142 mmol) was added, and the reaction mixture was slowly warmed to room temperature over 2 h. The mixture was cooled in ice bath and the reaction was quenched with water. The reaction mixture was diluted with EtOAc, washed with water followed by brine, t... Reactants: ice, C(C)N (EtNH2), ice, ClC1=NC(=CC=C1[N+](=O)[O-])Cl (2,6-dichloro-3-nitropyridine), O (Water), CCOC(=O)C (EtOAc). The solvent is C1(=CC=CC=C1)C (toluene), C1(=CC=CC=C1)C (toluene). Run at temperature 0 celsius, time 45 minute. The product is ClC1=CC=C(C(=N1)NCC)[N+](=O)[O-] (6-Chloro-2-(ethylamino)-3-nitropyridine). Isolated yield 79.8%. RXN SMILES: [CH2:1]([NH2:3])[CH3:2].Cl[C:5]1[C:10]([N+:11]([O-:13])=[O:12])=[CH:9][CH:8]=[C:7]([Cl:14])[N:6]=1.O.CCOC(C)=O>C1(C)C=CC=CC=1>[Cl:14][C:7]1[N:6]=[C:5]([NH:3][CH2:1][CH3:2])[C:10]([N+:11]([O-:13])=[O:12])=[CH:9][CH:8]=1. Procedure: An ice-cold solution of EtNH2 (49.8 g, 1.10 mol) in toluene (200 mL) was added over 15 min to an ice-cold solution of 2,6-dichloro-3-nitropyridine (100.0 g, 0.52 mol) in toluene (225 mL). The mixture was stirred at 0° C. for 45 min. Water (500 mL) and EtOAc (500 mL) were added and the phases were separated. The organic layer was successively washed with water (200 mL) and brine (200 mL), dried (MgSO4), filtered and concentrated under reduced pressure. The residual solid was recrystallised from M...